Dataset: the Open Reaction Database (ORD), a public repository of structured organic reaction records. Task: describe an organic reaction: reactants, conditions, products, and yield The reactants are O.C(C)OCC (water diethyl ether), BrC=1C=C2C=NNC2=C(C1)C(C)OCC1(CCNCC1)C1=CC=C(C=C1)F ((±)-5-bromo-7-(1-((4-(4-fluorophenyl)piperidin-4-yl)methoxy)ethyl)-1H-indazole), C(#N)[BH3-].[Na+] (sodium cyanoborohydride), C=O (formalin). Reagents/catalysts: C(C)(=O)O (acetic acid). Solvent: C(C)#N (acetonitrile). Reaction conditions: time 1 hour. Yields the product BrC=1C=C2C=NNC2=C(C1)C(C)OCC1(CCN(CC1)C)C1=CC=C(C=C1)F ((±)-5-Bromo-7-(1-((4-(4-fluorophenyl)-1-methylpiperidin-4-yl)methoxy)ethyl)-1H-indazole). Reaction SMILES: [Br:1][C:2]1[CH:3]=[C:4]2[C:8](=[C:9]([CH:11]([O:13][CH2:14][C:15]3([C:21]4[CH:26]=[CH:25][C:24]([F:27])=[CH:23][CH:22]=4)[CH2:20][CH2:19][NH:18][CH2:17][CH2:16]3)[CH3:12])[CH:10]=1)[NH:7][N:6]=[CH:5]2.[C:28]([BH3-])#N.[Na+].C=O.O.C(OCC)C>C(#N)C.C(O)(=O)C>[Br:1][C:2]1[CH:3]=[C:4]2[C:8](=[C:9]([CH:11]([O:13][CH2:14][C:15]3([C:21]4[CH:26]=[CH:25][C:24]([F:27])=[CH:23][CH:22]=4)[CH2:20][CH2:19][N:18]([CH3:28])[CH2:17][CH2:16]3)[CH3:12])[CH:10]=1)[NH:7][N:6]=[CH:5]2 |f:1.2,4.5|. Procedure: To a suspension (±)-5-bromo-7-(1-((4-(4-fluorophenyl)piperidin-4-yl)methoxy)ethyl)-1H-indazole (33 mg, 0.076 mmol) and sodium cyanoborohydride (9.6 mg, 0.15 mmol) in acetonitrile (1 mL) was added formalin (50 μl) and one drop of acetic acid. The reaction was stirred at room temperature for 1 h, poured into water/diethyl ether, washed with 1M sodium hydroxide, then water, and concentrated. The crude residue was loaded onto a strong cation exchange cartridge in methanol. The cartridge was flushed ... The reactants are C[Si](C)(C)Cl (trimethylsilyl chloride), CC1=C(CC(=C1C)C)C=1C=CC=C2C=CC=NC12 (2,3,4-trimethyl-1-(8-quinolyl)cyclopentadiene), [H-].[K+] (potassium hydride). The solvent is O1CCCC1 (tetrahydrofuran), O1CCCC1 (tetrahydrofuran). Run at time 6 hour. Product: CC=1C(=C(C(C1C)C)C=1C=CC=C2C=CC=NC12)[Si](C)(C)C (3,4,5-trimethyl-1-(8-quinolyl)-2-trimethylsilylcyclopentadiene). RXN SMILES: [CH3:1][C:2]1[C:6]([CH3:7])=[C:5]([CH3:8])[CH2:4][C:3]=1[C:9]1[CH:10]=[CH:11][CH:12]=[C:13]2[C:18]=1[N:17]=[CH:16][CH:15]=[CH:14]2.[H-].[K+].[CH3:21][Si:22](Cl)([CH3:24])[CH3:23]>O1CCCC1>[CH3:8][C:5]1[C:4]([Si:22]([CH3:24])([CH3:23])[CH3:21])=[C:3]([C:9]2[CH:10]=[CH:11][CH:12]=[C:13]3[C:18]=2[N:17]=[CH:16][CH:15]=[CH:14]3)[CH:2]([CH3:1])[C:6]=1[CH3:7] |f:1.2|. Reported procedure: A solution of 0.87 g (3.7 mmol) of 2,3,4-trimethyl-1-(8-quinolyl)cyclopentadiene in 20 ml of tetrahydrofuran was added to a suspension of 0.15 g (3.7 mmol) of potassium hydride in 30 ml of tetrahydrofuran and the mixture was subsequently stirred at room temperature for 6 hours. 0.402 g (3.7 mmol) of trimethylsilyl chloride was added while stirring and the mixture was stirred at room temperature for a further 12 hours. The volatile constituents were distilled off and the residue obtained in this ... The reactants are [H-].[Na+] (Sodium hydride), CN(C)C=O (DMF), IC1=CC=C(C=C1)C=1SC2=C(N1)C=CC(=C2)O (2-(4-Iodophenyl)-1,3-benzothiazol-6-ol), COCCl (chloromethyl methyl ether). Run in C(C)N(CC)CC (triethylamine). Run at temperature 0 celsius, time 1 hour. Product: IC1=CC=C(C=C1)C=1SC2=C(N1)C=CC(=C2)COC (2-(4-Iodophenyl)-6-(methoxymethyl)-1,3-benzothiazole). Isolated yield 97.1%. Reaction SMILES: [H-].[Na+].CN(C=O)C.[I:8][C:9]1[CH:14]=[CH:13][C:12]([C:15]2[S:16][C:17]3[CH:23]=[C:22](O)[CH:21]=[CH:20][C:18]=3[N:19]=2)=[CH:11][CH:10]=1.[CH3:25][O:26][CH2:27]Cl>C(N(CC)CC)C>[I:8][C:9]1[CH:14]=[CH:13][C:12]([C:15]2[S:16][C:17]3[CH:23]=[C:22]([CH2:25][O:26][CH3:27])[CH:21]=[CH:20][C:18]=3[N:19]=2)=[CH:11][CH:10]=1 |f:0.1|. Procedure: Sodium hydride (60% dispersion in mineral oil; 30 mg, 0.76 mmol) was added to a DMF (2 mL) solution of 5 (225 mg, 0.64 mmol), cooled in an ice bath. After stirring at 0° C. for 1 h, chloromethyl methyl ether (100 μL, 1.33 mmol) and triethylamine (0.2 mL) were added. The reaction mixture was stirred at room temperature overnight and evaporated under reduced pressure. The residue was dissolved in dichloromethane and washed with pH 7 buffer solution (10 mL). The organic phase was dried with anhydro...